This data is from the Open Reaction Database (ORD), a public repository of structured organic reaction records. The task is: describe an organic reaction: reactants, conditions, products, and yield Procedure details: A polyglycidyl ether of a phenol formaldehyde condensate (a liquid epoxy novolac resin marketed by The Dow Chemical Company under the name DEN 438 (178 g; 1.0 equivalent), hydroquinone (0.07 g) and p-methoxyphenol (0.07 g) were combined in a 500 ml, 3-necked flask equipped with a mechanical stirrer, thermometer, dropping funnel and condenser. This epoxy resin was similarly reacted with thiodiethanol, acrylic acid and water in amounts and under conditions set forth in Experiment 1. Conversion was... Reaction conditions: time 255 minute. Reaction SMILES: C=O.C1(O)C=CC=CC=1.C1(C=CC(O)=CC=1)O.COC1C=CC(O)=CC=1.[S:27]([CH2:31][CH2:32][OH:33])[CH2:28][CH2:29][OH:30].[C:34]([OH:38])(=[O:37])[CH:35]=[CH2:36]>O.CCOCC>[C:34]([OH:38])(=[O:37])[CH:35]=[CH2:36].[S:27]([CH2:31][CH2:32][OH:33])[CH2:28][CH2:29][OH:30] |f:0.1,8.9|. Yields the product C(C=C)(=O)O.S(CCO)CCO (Acrylic Acid Thiodiethanol). Run in CCOCC (ether), O (water). Reactants: C=O.C1(=CC=CC=C1)O (phenol formaldehyde), C1(O)=CC=C(O)C=C1 (hydroquinone), COC1=CC=C(C=C1)O (p-methoxyphenol), epoxy resin, S(CCO)CCO (thiodiethanol), C(C=C)(=O)O (acrylic acid). The reactants are CC([C@@H](C(=O)OC(C)(C)C)NC(COC1=CC=CC=C1)=O)(C)C (tert-butyl(2S)-3,3-dimethyl-2-[(phenoxyacetyl)amino]butanoate), FC(C(=O)O)(F)F (trifluoroacetic acid). Run in ClCCl (dichloromethane). Reaction conditions: temperature 25 celsius, time 1 hour. Yields the product CC([C@@H](C(=O)O)NC(COC1=CC=CC=C1)=O)(C)C ((2S)-3,3-dimethyl-2-[(phenoxyacetyl)amino]butanoic acid). As a reaction SMILES: [CH3:1][C:2]([CH3:23])([CH3:22])[C@H:3]([NH:11][C:12](=[O:21])[CH2:13][O:14][C:15]1[CH:20]=[CH:19][CH:18]=[CH:17][CH:16]=1)[C:4]([O:6]C(C)(C)C)=[O:5].FC(F)(F)C(O)=O>ClCCl>[CH3:1][C:2]([CH3:23])([CH3:22])[C@H:3]([NH:11][C:12](=[O:21])[CH2:13][O:14][C:15]1[CH:20]=[CH:19][CH:18]=[CH:17][CH:16]=1)[C:4]([OH:6])=[O:5]. Reported procedure: A solution of the product from Example 54A (0.012 g, 0.038 mmol) in dichloromethane (0.2 mL) was treated with trifluoroacetic acid (0.2 mL) and the reaction was stirred at 25° C. for 1 hour and concentrated. The concentrate was azeotroped with toluene to give the title compound, which was used without further purification. Yields the product Oc1ccc(Cl)c(Oc2ccc(F)cc2)c1. Reaction SMILES: [B:18]([Br:19])([Br:20])[Br:21].[CH3:22][CH2:23][CH2:24][CH2:25][CH2:26][CH2:27][CH3:28].[CH3:29][CH2:30][O:31][C:32](=[O:33])[CH3:34].[Cl:1][c:2]1[c:3]([O:10][c:11]2[cH:12][cH:13][c:14]([F:17])[cH:15][cH:16]2)[cH:4][c:5]([O:8][CH3:9])[cH:6][cH:7]1.[Cl:35][CH2:36][Cl:37]>>[Cl:1][c:2]1[c:3]([O:10][c:11]2[cH:12][cH:13][c:14]([F:17])[cH:15][cH:16]2)[cH:4][c:5]([OH:8])[cH:6][cH:7]1. Starting materials: BrB(Br)Br, CCCCCCC, CCOC(C)=O, COc1ccc(Cl)c(Oc2ccc(F)cc2)c1, ClCCl. The reactants are CCCC[Sn](CCCC)(CCCC)c1ccco1, CN1CCCC1=O, CCOC(C)=O, Nc1nc(Cl)c2[nH]nnc2n1, Cl[Pd]Cl, c1ccc(P(c2ccccc2)c2ccccc2)cc1, c1ccc(P(c2ccccc2)c2ccccc2)cc1. Product: Nc1nc(-c2ccco2)c2[nH]nnc2n1. Reaction SMILES: [CH2:12]([Sn:13]([CH2:14][CH2:15][CH2:16][CH3:22])([c:17]1[o:18][cH:19][cH:20][cH:21]1)[CH2:23][CH2:24][CH2:25][CH3:26])[CH2:27][CH2:28][CH3:29].[CH3:30][N:31]1[CH2:32][CH2:33][CH2:34][C:35]1=[O:36].[CH3:37][CH2:38][O:39][C:40]([CH3:41])=[O:42].[Cl:1][c:2]1[c:3]2[c:4]([n:5][c:6]([NH2:8])[n:7]1)[n:9][n:10][nH:11]2.[Pd:43]([Cl:44])[Cl:45].[c:46]1([P:47]([c:48]2[cH:49][cH:50][cH:51][cH:52][cH:53]2)[c:54]2[cH:55][cH:56][cH:57][cH:58][cH:59]2)[cH:60][cH:61][cH:62][cH:63][cH:64]1.[c:65]1([P:66]([c:67]2[cH:68][cH:69][cH:70][cH:71][cH:72]2)[c:73]2[cH:74][cH:75][cH:76][cH:77][cH:78]2)[cH:79][cH:80][cH:81][cH:82][cH:83]1>>[c:2]1(-[c:17]2[o:18][cH:19][cH:20][cH:21]2)[c:3]2[c:4]([n:5][c:6]([NH2:8])[n:7]1)[n:9][n:10][nH:11]2. Reactants: COC=1C=CC(=NC1)C(=O)O (5-methoxy-2-pyridylcarboxylic acid), CN(C)C=O (DMF), S(=O)(Cl)Cl (thionyl chloride). Solvent: O1CCCC1 (tetrahydrofuran). Conditions: time 3 hour. Yields the product COC=1C=CC(=NC1)C(=O)Cl (5-methoxy-2-pyridylcarboxylic acid chloride). Reaction SMILES: [CH3:1][O:2][C:3]1[CH:4]=[CH:5][C:6]([C:9]([OH:11])=O)=[N:7][CH:8]=1.CN(C=O)C.S(Cl)([Cl:19])=O>O1CCCC1>[CH3:1][O:2][C:3]1[CH:4]=[CH:5][C:6]([C:9]([Cl:19])=[O:11])=[N:7][CH:8]=1. Procedure: To 5-methoxy-2-pyridylcarboxylic acid (11.9 g, 77.5 mmol) and DMF (5.4 ml, 69 mmol) in 200 ml of tetrahydrofuran (THF) at 5° is added thionyl chloride (8.4 ml, 116 mmol) over 15 minutes. After addition, the slurry is allowed to warm slowly to RT. After 3 hours, the reaction is rotoevaporated to give 5-methoxy-2-pyridylcarboxylic acid chloride. This acid chloride is gradually added, with cooling, to rapidly stirring ammonium hydroxide (40 ml, 340 mmol), and the slurry is stirred for 1 hour. The r...